This data is from the Open Reaction Database (ORD), a public repository of structured organic reaction records. The task is: describe an organic reaction: reactants, conditions, products, and yield Reactants: C, CC(=O)[O-], CCO, CCOC(=O)C(Cl)CC(F)(F)Cl, [H][H], [Na+], [Pt]. The product is CCOC(=O)CCC(F)(F)Cl. Reaction SMILES: [C:23].[CH3:14][C:15](=[O:16])[O-:17].[CH3:20][CH2:21][OH:22].[Cl:1][CH:2]([C:3](=[O:4])[O:5][CH2:6][CH3:7])[CH2:8][C:9]([F:10])([F:11])[Cl:12].[H:18][H:19].[Na+:13].[Pt:24]>>[CH2:2]([C:3](=[O:4])[O:5][CH2:6][CH3:7])[CH2:8][C:9]([F:10])([F:11])[Cl:12]. Reactants: C[Si](C)(C)c1cc2cc(Br)cnc2s1, CCO, [K+], [K+], O=C([O-])[O-]. The product is Brc1cnc2sccc2c1. Reaction SMILES: [Br:1][c:2]1[cH:3][c:4]2[c:5]([n:6][cH:7]1)[s:8][c:9]([Si:11]([CH3:12])([CH3:13])[CH3:14])[cH:10]2.[CH3:21][CH2:22][OH:23].[K+:15].[K+:16].[O-:17][C:18]([O-:19])=[O:20]>>[Br:1][c:2]1[cH:3][c:4]2[c:5]([n:6][cH:7]1)[s:8][cH:9][cH:10]2. The reactants are C(C1=CC=CC=C1)CNCC1=C(C2=CC=C(C=C2CC1)F)C1=CC=CC=C1 (2-(N-benzylmethylamino)methyl-6-fluoro-1-phenyl-3,4-dihydronaphthalene), Cl (hydrochloric acid), resultant mixture. Reagents/catalysts: [Pd] (palladium on charcoal). Run in C(C)O (ethyl alcohol). The product is Cl.FC=1C=C2CC[C@@H]([C@@H](C2=CC1)C1=CC=CC=C1)CNC (cis-6-Fluoro-2-methylaminomethyl-1-phenyl-1,2,3,4-tetrahydronaphthalene hydrochloride). As a reaction SMILES: C([CH2:8][NH:9][CH2:10][C:11]1[CH2:20][CH2:19][C:18]2[C:13](=[CH:14][CH:15]=[C:16]([F:21])[CH:17]=2)[C:12]=1[C:22]1[CH:27]=[CH:26][CH:25]=[CH:24][CH:23]=1)C1C=CC=CC=1.[ClH:28]>C(O)C.[Pd]>[ClH:28].[F:21][C:16]1[CH:17]=[C:18]2[C:13](=[CH:14][CH:15]=1)[C@@H:12]([C:22]1[CH:27]=[CH:26][CH:25]=[CH:24][CH:23]=1)[C@@H:11]([CH2:10][NH:9][CH3:8])[CH2:20][CH2:19]2 |f:4.5|. Reported procedure: To a mixture of 2-(N-benzylmethylamino)methyl-6-fluoro-1-phenyl-3,4-dihydronaphthalene (0.95 g) in ethyl alcohol (50 cm3) and hydrochloric acid (5 M, 1 cm3) was added palladium on charcoal (5%, 0.25 g). The resultant mixture was stirred under an atmosphere of hydrogen at a pressure of 2 atm at room temperature for 60 h. The catalyst was removed by filtration through a pad of Dicalite® and the solvent was evaporated under reduced pressure to provide the title compound (0.75 g) as a white solid.